This data is from the Open Reaction Database (ORD), a public repository of structured organic reaction records. The task is: describe an organic reaction: reactants, conditions, products, and yield Reactants: BrC1=C2C=CC(=NC2=CC=C1)Cl (5-bromo-2-chloroquinoline), COC1=C(CN)C=CC=C1 (2-methoxybenzylamine), C(C1=CC=CC=C1)N (benzylamine). Yields the product C(C1=CC=CC=C1)NC=1C=2C=CC(=NC2C=CC1)NCC1=C(C=CC=C1)OC (N5-Benzyl-N2-(2-methoxy-benzyl)-quinoline-2,5-diamine). Reaction SMILES: Br[C:2]1[CH:11]=[CH:10][CH:9]=[C:8]2[C:3]=1[CH:4]=[CH:5][C:6](Cl)=[N:7]2.[CH3:13][O:14][C:15]1[CH:22]=[CH:21][CH:20]=[CH:19][C:16]=1[CH2:17][NH2:18].[CH2:23]([NH2:30])[C:24]1[CH:29]=[CH:28][CH:27]=[CH:26][CH:25]=1>>[CH2:23]([NH:30][C:2]1[C:3]2[CH:4]=[CH:5][C:6]([NH:18][CH2:17][C:16]3[CH:19]=[CH:20][CH:21]=[CH:22][C:15]=3[O:14][CH3:13])=[N:7][C:8]=2[CH:9]=[CH:10][CH:11]=1)[C:24]1[CH:29]=[CH:28][CH:27]=[CH:26][CH:25]=1. Reported procedure: The title compound, MS: m/e=370.0 (M+H+), was prepared in accordance with the general method of example 1 from 5-bromo-2-chloroquinoline, 2-methoxybenzylamine and benzylamine. The reactants are ClC1=CC=C(N)C=C1 (4-chloroaniline), C1(=CC=C(C=C1)S(=O)(=O)N=C=O)C (p-toluenesulfonyl isocyanate). Solvent: C(Cl)Cl (methylene chloride), C(Cl)Cl (methylene chloride), C(Cl)Cl (methylene chloride). Product: ClC1=CC=C(C=C1)NC(=O)NS(=O)(=O)C1=CC=C(C=C1)C (N-[[(4-chlorophenyl)amino]carbonyl]-4-methylbenzenesulfonamide). Isolated yield 94.3%. Reaction SMILES: [Cl:1][C:2]1[CH:8]=[CH:7][C:5]([NH2:6])=[CH:4][CH:3]=1.[C:9]1([CH3:21])[CH:14]=[CH:13][C:12]([S:15]([N:18]=[C:19]=[O:20])(=[O:17])=[O:16])=[CH:11][CH:10]=1>C(Cl)Cl>[Cl:1][C:2]1[CH:8]=[CH:7][C:5]([NH:6][C:19]([NH:18][S:15]([C:12]2[CH:13]=[CH:14][C:9]([CH3:21])=[CH:10][CH:11]=2)(=[O:17])=[O:16])=[O:20])=[CH:4][CH:3]=1. Reported procedure: A solution of 6.25 g (49.00 mmoles) of 4-chloroaniline in 10 ml of methylene chloride was added to a solution of 9.85 g (49.95 mmoles) of p-toluenesulfonyl isocyanate in 75 ml of methylene chloride with stirring. The mixture became quite warm and a heavy white precipitate formed. An additional 100 ml of methylene chloride were added. The reaction mixture was stirred an additional 15 minutes, and the precipitate was recovered by filtration affording 15.0 g of the title product as a white solid. A...